From a dataset of the Open Reaction Database (ORD), a public repository of structured organic reaction records. describe an organic reaction: reactants, conditions, products, and yield The reactants are BrC1=CC=C(C=C1)C[C@H](CC(=O)N1C[C@@H](CCC1)C1=NC2=C(N1CCCOC)C=CC=C2)NC(OC(C)(C)C)=O (tert-butyl (R)-1-(4-bromophenyl)-4-((R)-3-(1-(3-methoxypropyl)-1H-benzo[d]imidazol-2-yl)piperidin-1-yl)-4-oxobutan-2-ylcarbamate), C1(CCCCC1)N (Cyclohexanamine), Mo(CO)6, N12CCCCCC2=NCCC1 (1,8 diazabicyclo[5.4.0]undec-7-ene), N1C=NC=C1 (imidazole), C1CCOC1 (THF). The reagents and catalysts are C(C)(=O)[O-].[Pd+2].C(C)(=O)[O-] (palladium(II) acetate). Run at temperature 150 celsius. Yields the product C1(CCCCC1)NC(=O)C1=CC=C(C=C1)C[C@H](CC(=O)N1C[C@@H](CCC1)C1=NC2=C(N1CCCOC)C=CC=C2)NC(OC(C)(C)C)=O (tert-butyl (R)-1-(4-(cyclohexylcarbamoyl)phenyl)-4-((R)-3-(1-(3-methoxypropyl)-1H-benzo[d]imidazol-2-yl)piperidin-1-yl)-4-oxobutan-2-ylcarbamate). The yield is 39.0%. As a reaction SMILES: Br[C:2]1[CH:7]=[CH:6][C:5]([CH2:8][C@@H:9]([NH:33][C:34](=[O:40])[O:35][C:36]([CH3:39])([CH3:38])[CH3:37])[CH2:10][C:11]([N:13]2[CH2:18][CH2:17][CH2:16][C@@H:15]([C:19]3[N:23]([CH2:24][CH2:25][CH2:26][O:27][CH3:28])[C:22]4[CH:29]=[CH:30][CH:31]=[CH:32][C:21]=4[N:20]=3)[CH2:14]2)=[O:12])=[CH:4][CH:3]=1.[CH:41]1([NH2:47])[CH2:46][CH2:45][CH2:44][CH2:43][CH2:42]1.N12CCCN=C1CCCCC2.N1C=CN=C1.C1C[O:67][CH2:66]C1>C([O-])(=O)C.[Pd+2].C([O-])(=O)C>[CH:41]1([NH:47][C:66]([C:2]2[CH:3]=[CH:4][C:5]([CH2:8][C@@H:9]([NH:33][C:34](=[O:40])[O:35][C:36]([CH3:39])([CH3:38])[CH3:37])[CH2:10][C:11]([N:13]3[CH2:18][CH2:17][CH2:16][C@@H:15]([C:19]4[N:23]([CH2:24][CH2:25][CH2:26][O:27][CH3:28])[C:22]5[CH:29]=[CH:30][CH:31]=[CH:32][C:21]=5[N:20]=4)[CH2:14]3)=[O:12])=[CH:6][CH:7]=2)=[O:67])[CH2:46][CH2:45][CH2:44][CH2:43][CH2:42]1 |f:5.6.7|. Procedure details: tert-Butyl (R)-1-(4-bromophenyl)-4-((R)-3-(1-(3-methoxypropyl)-11−1-benzo[d]imidazol-2-yl)piperidin-1-yl)-4-oxobutan-2-ylcarbamate (6A) (as prepared in Example 6, Step A) (0.098 mmol, 0.060 g) was added to a 5 mL microwave vessel equipped for stirring. Cyclohexanamine (0.293 moles, 0.034 mL), palladium(II) acetate (0.01 mmol, 0.002 g), Mo(CO)6 (0.098 mmol, 0.026 g), 1,8 diazabicyclo[5.4.0]undec-7-ene (0.293 mmol, 0.044 mL), imidazole (0.049 mmol, 0.003 g), and THF (2 mL) were then added. The fla... Reactants: N1CCC(CC1)CCO (4-Piperidine ethanol), [OH-].[Na+] (NaOH), BrCCCCl (1-bromo-3-chloropropane). Run in CC(=O)C (acetone). The product is ClCCCN1CCC(CC1)CCO (2-[1-(3-Chloro-propyl)-piperidin-4-yl]-ethanol). The yield is 38.9%. As a reaction SMILES: [NH:1]1[CH2:6][CH2:5][CH:4]([CH2:7][CH2:8][OH:9])[CH2:3][CH2:2]1.[OH-].[Na+].Br[CH2:13][CH2:14][CH2:15][Cl:16]>CC(C)=O>[Cl:16][CH2:15][CH2:14][CH2:13][N:1]1[CH2:6][CH2:5][CH:4]([CH2:7][CH2:8][OH:9])[CH2:3][CH2:2]1 |f:1.2|. Reported procedure: 4-Piperidine ethanol (0.9 g, 7.5 mmol), acetone (18 ml, 20 vol), 5M NaOH solution (1.8 ml) and 1-bromo-3-chloropropane (3.54 g, 22.5 mmol, 3 eq.) were reacted together according to general procedure A to give the title compound (0.6 g, 37%) as an orange oil. The reactants are C(=O)CNN1C=C(C(C=2C=C3C(=CC12)OCO3)=O)C(=O)OCC (ethyl 5,8-dihydro-5-[(formyl)methylamino]-8-oxo-1,3-dioxolo[4,5-g]quinoline-7-carboxylate), [OH-].[K+] (potassium hydroxide). Solvent: C(C)O (ethanol), C(C)O (ethanol), O (water). Product: CNN1C=C(C(C=2C=C3C(=CC12)OCO3)=O)C(=O)OCC (ethyl 5,8-dihydro-5-(methylamino)-8-oxo-1,3-dioxolo[4,5-g]-quinoline-7-carboxylate). The yield is 82.2%. RXN SMILES: C([CH2:3][NH:4][N:5]1[C:14]2[CH:13]=[C:12]3[O:15][CH2:16][O:17][C:11]3=[CH:10][C:9]=2[C:8](=[O:18])[C:7]([C:19]([O:21][CH2:22][CH3:23])=[O:20])=[CH:6]1)=O.[OH-].[K+]>C(O)C.O>[CH3:3][NH:4][N:5]1[C:14]2[CH:13]=[C:12]3[O:15][CH2:16][O:17][C:11]3=[CH:10][C:9]=2[C:8](=[O:18])[C:7]([C:19]([O:21][CH2:22][CH3:23])=[O:20])=[CH:6]1 |f:1.2|. Procedure: To a suspension of 4.1 g (0.013 mole) of ethyl 5,8-dihydro-5-[(formyl)methylamino]-8-oxo-1,3-dioxolo[4,5-g]-quinoline-7-carboxylate (Example 6) in 40 ml of hot absolute ethanol was added a solution of 0.8 g (0.013 mole) of potassium hydroxide (85%) in 2.6 ml of water. The mixture was heated at near the boiling point of the ethanol for about 10 minutes and then chilled in an ice bath. The solid product was collected by filtration and washed with absolute ethanol and ether. After a further washing... The reactants are Cl (hydrochloric acid), ClCCN(CCCl)C1=CC=C(C=C1)CC(=O)OC (methyl 4-[N,N-bis(2-chloroethyl)amino]phenylacetate). Run in O (water). Yields the product ClCCN(CCCl)C1=CC=C(C=C1)CC(=O)O (4-[N,N-Bis(2-chloroethyl)amino]phenylacetic acid), crystals. Isolated yield 84.5%. As a reaction SMILES: Cl.[Cl:2][CH2:3][CH2:4][N:5]([C:9]1[CH:14]=[CH:13][C:12]([CH2:15][C:16]([O:18]C)=[O:17])=[CH:11][CH:10]=1)[CH2:6][CH2:7][Cl:8]>O>[Cl:2][CH2:3][CH2:4][N:5]([C:9]1[CH:10]=[CH:11][C:12]([CH2:15][C:16]([OH:18])=[O:17])=[CH:13][CH:14]=1)[CH2:6][CH2:7][Cl:8]. Procedure: Concentrated hydrochloric acid (10 ml) was added to 2.0 g (6.9 mmol) of methyl 4-[N,N-bis(2-chloroethyl)amino]phenylacetate, followed by stirring under heat for 1 hour over an oil bath controlled at 90° C. The reaction mixture was diluted with water and was then extracted three times with methylene chloride. As the raw material still remained, the reaction product was extracted with a 1N aqueous solution of sodium hydroxide. The water layer was acidified with hydrochloric acid and then extracted... Reactants: C1(=CC=CC=C1)C(N1C(C2(C3=CC=CC=C13)COC=1C2=CC2=C(N=C(O2)C)C1)=O)C1=CC=CC=C1 (1′-(diphenylmethyl)-2-methylspiro[furo[2,3-f][1,3]benzoxazole-7,3′-indol]-2′(1′H)-one), C1(=CC=CC=C1)C(N1C(C2(C3=CC=CC=C13)COC1=C2C=C(C(=C1)OC)C)=O)C1=CC=CC=C1 (1′-(diphenylmethyl)-6-methoxy-5-methylspiro[1-benzofuran-3,3′-indol]-2′(1′H)-one). Product: CC=1OC2=C(N1)C=C1C(=C2)C2(C(NC3=CC=CC=C23)=O)CO1 (2-methylspiro[furo[2,3-f][1,3]benzoxazole-7,3′-indol]-2′(1′H)-one). As a reaction SMILES: C1(C(C2C=CC=CC=2)[N:8]2[C:16]3[C:11](=[CH:12][CH:13]=[CH:14][CH:15]=3)[C:10]3([C:20]4=[CH:21][C:22]5[O:26][C:25]([CH3:27])=[N:24][C:23]=5[CH:28]=[C:19]4[O:18][CH2:17]3)[C:9]2=[O:29])C=CC=CC=1.C1(C(C2C=CC=CC=2)N2C3C(=CC=CC=3)C3(C4C=C(C)C(OC)=CC=4OC3)C2=O)C=CC=CC=1>>[CH3:27][C:25]1[O:26][C:22]2[CH:21]=[C:20]3[C:10]4([CH2:17][O:18][C:19]3=[CH:28][C:23]=2[N:24]=1)[C:11]1[C:16](=[CH:15][CH:14]=[CH:13][CH:12]=1)[NH:8][C:9]4=[O:29]. Procedure details: Following the procedure as described in EXAMPLE 3 and making non-critical variations using 1′-(diphenylmethyl)-2-methylspiro[furo[2,3-f][1,3]benzoxazole-7,3′-indol]-2′(1′H)-one to replace 1′-(diphenylmethyl)-6-methoxy-5-methylspiro[1-benzofuran-3,3′-indol]-2′(1′H)-one, 2-methylspiro[furo[2,3-f][1,3]benzoxazole-7,3′-indol]-2′(1′H)-one was obtained (62%) as a colorless solid: mp 242-244° C. (diethyl ether); 1H NMR (300 MHz, CDCl3) δ8.20 (br s, 1H), 7.36 (d, J=8.7 Hz, 1H), 7.30-7.24 (m, 1H), 7.08 (... Reactants: CO, [K+], CN(C)CCc1cn(C(=O)c2ccccc2)c2ccc(C3CCC=CO3)cc12, [OH-]. Product: CN(C)CCc1c[nH]c2ccc(C3CCC=CO3)cc12. As a reaction SMILES: [CH3:31][OH:32].[K+:30].[O:1]1[CH:2]([c:7]2[cH:8][c:9]3[c:10]([CH2:24][CH2:25][N:26]([CH3:27])[CH3:28])[cH:11][n:12]([C:16](=[O:17])[c:18]4[cH:19][cH:20][cH:21][cH:22][cH:23]4)[c:13]3[cH:14][cH:15]2)[CH2:3][CH2:4][CH:5]=[CH:6]1.[OH-:29]>>[O:1]1[CH:2]([c:7]2[cH:8][c:9]3[c:10]([CH2:24][CH2:25][N:26]([CH3:27])[CH3:28])[cH:11][nH:12][c:13]3[cH:14][cH:15]2)[CH2:3][CH2:4][CH:5]=[CH:6]1. Starting materials: C[Si](C)(C)[N-][Si](C)(C)C, CC(=O)O, CC(C)c1cc(C(C)C)c(S(=O)(=O)N=[N+]=[N-])c(C(C)C)c1, COc1ccc(N(C(=O)CN2C(=O)CC(=O)N(c3cccnc3)c3cc(F)ccc32)C(C)C)cc1, [K+], C1CCOC1. Yields the product COc1ccc(N(C(=O)CN2C(=O)C(N=[N+]=[N-])C(=O)N(c3cccnc3)c3cc(F)ccc32)C(C)C)cc1. Reaction SMILES: [CH3:36][Si:37]([N-:38][Si:39]([CH3:40])([CH3:41])[CH3:42])([CH3:43])[CH3:44].[CH3:67][C:68](=[O:69])[OH:70].[CH:46]([c:47]1[cH:48][c:49]([CH:50]([CH3:51])[CH3:52])[cH:53][c:54]([CH:55]([CH3:56])[CH3:57])[c:58]1[S:59](=[O:60])(=[O:61])[N:64]=[N+:65]=[N-:66])([CH3:62])[CH3:63].[F:1][c:2]1[cH:3][c:4]2[c:5]([cH:34][cH:35]1)[N:6]([CH2:19][C:20](=[O:21])[N:22]([c:23]1[cH:24][cH:25][c:26]([O:29][CH3:30])[cH:27][cH:28]1)[CH:31]([CH3:32])[CH3:33])[C:7](=[O:18])[CH2:8][C:9](=[O:17])[N:10]2[c:11]1[cH:12][n:13][cH:14][cH:15][cH:16]1.[K+:45].[O:71]1[CH2:72][CH2:73][CH2:74][CH2:75]1>>[F:1][c:2]1[cH:3][c:4]2[c:5]([cH:34][cH:35]1)[N:6]([CH2:19][C:20](=[O:21])[N:22]([c:23]1[cH:24][cH:25][c:26]([O:29][CH3:30])[cH:27][cH:28]1)[CH:31]([CH3:32])[CH3:33])[C:7](=[O:18])[CH:8]([N:64]=[N+:65]=[N-:66])[C:9](=[O:17])[N:10]2[c:11]1[cH:12][n:13][cH:14][cH:15][cH:16]1.